This data is from the Open Reaction Database (ORD), a public repository of structured organic reaction records. The task is: describe an organic reaction: reactants, conditions, products, and yield Starting materials: C1(CC1)NC(=O)C=1C=CC(=C(C1)N1C=NC2=CC=C(C=C2C1=O)N1[C@@H]2CN([C@H](C1)C2)C(=O)OC(C)(C)C)C (tert-butyl(1S,4S)-5-(3-{5-[(cyclopropylamino)carbonyl]-2-methylphenyl}-4-oxo-3,4-dihydroquinazolin-6-yl)-2,5-diazabicyclo[2.2.1]heptane-2-carboxylate), C=O (formaldehyde). Product: C1(CC1)NC(C1=CC(=C(C=C1)C)N1C=NC2=CC=C(C=C2C1=O)N1[C@@H]2CN([C@H](C1)C2)C)=O (N-Cyclopropyl-4-methyl-3-[6-[(1S,4S)-5-methyl-2,5-diazabicyclo[2.2.1]hept-2-yl]-4-oxoquinazolin-3(4H)-yl]benzamide). The yield is 54.8%. Reported procedure: A solution of tert-butyl(1S,4S)-5-(3-{5-[(cyclopropylamino)carbonyl]-2-methylphenyl}-4-oxo-3,4-dihydroquinazolin-6-yl)-2,5-diazabicyclo[2.2.1]heptane-2-carboxylate (0.30 g) and 38% aqueous formaldehyde (0.42 ml) in formic acid (5 ml) was stirred at 90° C. for 16 hours. The reaction mixture was diluted with water and sodium bicarbonate added, evacuated to dryness. The residue was partitioned between methylene chloride and saturated NaHCO3 solution. The organic phase was washed with water and drie... RXN SMILES: [CH:1]1([NH:4][C:5]([C:7]2[CH:8]=[CH:9][C:10]([CH3:38])=[C:11]([N:13]3[C:22](=[O:23])[C:21]4[C:16](=[CH:17][CH:18]=[C:19]([N:24]5[CH2:29][C@@H:28]6[CH2:30][C@H:25]5[CH2:26][N:27]6[C:31](OC(C)(C)C)=O)[CH:20]=4)[N:15]=[CH:14]3)[CH:12]=2)=[O:6])[CH2:3][CH2:2]1.C=O>C(O)=O.O.C(=O)(O)[O-].[Na+]>[CH:1]1([NH:4][C:5](=[O:6])[C:7]2[CH:8]=[CH:9][C:10]([CH3:38])=[C:11]([N:13]3[C:22](=[O:23])[C:21]4[C:16](=[CH:17][CH:18]=[C:19]([N:24]5[CH2:29][C@@H:28]6[CH2:30][C@H:25]5[CH2:26][N:27]6[CH3:31])[CH:20]=4)[N:15]=[CH:14]3)[CH:12]=2)[CH2:3][CH2:2]1 |f:4.5|. Solvent: C(=O)O (formic acid), O (water), C([O-])(O)=O.[Na+] (sodium bicarbonate).